From a dataset of the Open Reaction Database (ORD), a public repository of structured organic reaction records. describe an organic reaction: reactants, conditions, products, and yield Reactants: ketal, C1(CCCCC1)=O (cyclohexanone), C1=CCCCC1.CCOCC (cyclohexene ether), C[O-].[Na+] (sodium methylate), C(C(C)C)O (isobutanol). Yields the product C(C(C)C)OC1(CCCCC1)OCC(C)C (Cyclohexanone Diisobutyl Ketal). As a reaction SMILES: [C:1]1(=[O:7])[CH2:6][CH2:5][CH2:4][CH2:3][CH2:2]1.[CH:8]1[CH2:13][CH2:12]CCC=1.C[CH2:15][O:16]CC.C[O-].[Na+].[CH2:22](O)[CH:23]([CH3:25])[CH3:24]>>[CH2:22]([O:7][C:1]1([O:16][CH2:15][CH:13]([CH3:12])[CH3:8])[CH2:6][CH2:5][CH2:4][CH2:3][CH2:2]1)[CH:23]([CH3:25])[CH3:24] |f:1.2,3.4|. Procedure details: Since the sump analysis exhibited values of 79% CHIBK, 16% isobutanol, and 1% each of methyl isobutyl mixed ketal, cyclohexanone and cyclohexene ether (more than 90% conversion of cyclohexanone), the reaction mixture was neutralized with 1 g of sodium methylate, and the distillation was commenced. Under reduced pressure of initially 20 hPa and then further reduced to 5 hPa, isobutanol and the other side products were distilled off. At a boiling point of 98° C./5 hPa without reflux the cyclohexan... Reactants: CCCCCCCCCCCCCCCCCCN=C=O, CC1(C)CNC(=O)CC(C)(C)N1. Yields the product CCCCCCCCCCCCCCCCCCNC(=O)N1CC(C)(C)NC(C)(C)CC1=O. As a reaction SMILES: [CH2:13]([CH2:14][CH2:15][CH2:16][CH2:17][CH2:18][CH2:19][CH2:20][CH2:21][CH2:22][CH2:23][CH2:24][CH2:25][CH2:26][CH2:27][CH2:28][CH2:29][CH3:30])[N:31]=[C:32]=[O:33].[CH3:1][C:2]1([CH3:12])[NH:3][C:4]([CH3:10])([CH3:11])[CH2:5][C:6](=[O:9])[NH:7][CH2:8]1>>[CH3:1][C:2]1([CH3:12])[NH:3][C:4]([CH3:10])([CH3:11])[CH2:5][C:6](=[O:9])[N:7]([C:32]([NH:31][CH2:13][CH2:14][CH2:15][CH2:16][CH2:17][CH2:18][CH2:19][CH2:20][CH2:21][CH2:22][CH2:23][CH2:24][CH2:25][CH2:26][CH2:27][CH2:28][CH2:29][CH3:30])=[O:33])[CH2:8]1. The reactants are Cc1cc(CCl)c(C)s1, Cc1ccccc1, c1ccc(P(c2ccccc2)c2ccccc2)cc1. The product is [Cl-], Cc1cc(C[P+](c2ccccc2)(c2ccccc2)c2ccccc2)c(C)s1. RXN SMILES: [CH3:20][c:21]1[s:22][c:23]([CH3:28])[cH:24][c:25]1[CH2:26][Cl:27].[CH3:29][c:30]1[cH:31][cH:32][cH:33][cH:34][cH:35]1.[c:1]1([P:7]([c:8]2[cH:9][cH:10][cH:11][cH:12][cH:13]2)[c:14]2[cH:15][cH:16][cH:17][cH:18][cH:19]2)[cH:2][cH:3][cH:4][cH:5][cH:6]1>>[Cl-:27].[c:1]1([P+:7]([c:8]2[cH:9][cH:10][cH:11][cH:12][cH:13]2)([c:14]2[cH:15][cH:16][cH:17][cH:18][cH:19]2)[CH2:26][c:25]2[c:21]([CH3:20])[s:22][c:23]([CH3:28])[cH:24]2)[cH:2][cH:3][cH:4][cH:5][cH:6]1. Starting materials: C(C)(C)(C)OC(NC1=C(C=C(C(=C1)OCC(F)(F)F)C(F)(F)F)N)=O ([2-amino-5-(2,2,2-trifluoro-ethoxy)-4-trifluoromethyl-phenyl]-carbamic acid tert-butyl ester), C(C)(C)(C)OC(CC(=O)C1=CC(=CC=C1)C=1C=NC(=CC1C)CC)=O (3-[3-(6-ethyl-4-methyl-pyridin-3-yl)-phenyl]-3-oxo-propionic acid tert-butyl ester). Product: C(C)(C)(C)OC(NC1=C(C=C(C(=C1)OCC(F)(F)F)C(F)(F)F)NC(CC(=O)C1=CC(=CC=C1)C=1C=NC(=CC1C)CC)=O)=O ([2-{3-[3-(6-Ethyl-4-methyl-pyridin-3-yl)-phenyl]-3-oxo-propionylamino}-5-(2,2,2-trifluoro-ethoxy)-4-trifluoromethyl-phenyl]-carbamic acid tert-butyl ester). As a reaction SMILES: [C:1]([O:5][C:6](=[O:25])[NH:7][C:8]1[CH:13]=[C:12]([O:14][CH2:15][C:16]([F:19])([F:18])[F:17])[C:11]([C:20]([F:23])([F:22])[F:21])=[CH:10][C:9]=1[NH2:24])([CH3:4])([CH3:3])[CH3:2].C([O:30][C:31](=O)[CH2:32][C:33]([C:35]1[CH:40]=[CH:39][CH:38]=[C:37]([C:41]2[CH:42]=[N:43][C:44]([CH2:48][CH3:49])=[CH:45][C:46]=2[CH3:47])[CH:36]=1)=[O:34])(C)(C)C>>[C:1]([O:5][C:6](=[O:25])[NH:7][C:8]1[CH:13]=[C:12]([O:14][CH2:15][C:16]([F:18])([F:17])[F:19])[C:11]([C:20]([F:22])([F:23])[F:21])=[CH:10][C:9]=1[NH:24][C:31](=[O:30])[CH2:32][C:33]([C:35]1[CH:40]=[CH:39][CH:38]=[C:37]([C:41]2[CH:42]=[N:43][C:44]([CH2:48][CH3:49])=[CH:45][C:46]=2[CH3:47])[CH:36]=1)=[O:34])([CH3:4])([CH3:2])[CH3:3]. Reported procedure: The title compound was prepared from [2-amino-5-(2,2,2-trifluoro-ethoxy)-4-trifluoromethyl-phenyl]-carbamic acid tert-butyl ester (Example J6) (281 mg, 0.75 mmol) and 3-[3-(6-ethyl-4-methyl-pyridin-3-yl)-phenyl]-3-oxo-propionic acid tert-butyl ester (Example K35) (255 mg, 0.75 mmol) according to the general procedure M. Obtained as an amorphous red substance (229 mg, 48%). The reactants are ClC=1C=C(C=2N(N1)C(=CN2)C(=O)O)N(C2=CC=CC=C2)CC2=CC=C(C=C2)OC (6-chloro-8-((4-methoxybenzyl)(phenyl)amino)-imidazo[1,2-b]pyridazine-3-carboxylic acid), ( 1a ), CCN=C=NCCCN(C)C (EDCI), C=1C=CC2=C(C1)N=NN2O (HOBT), NC1=CC=NC=C1 (4-aminopyridine), TEA. Run in CC#N (CH3CN). Reaction conditions: temperature 25 celsius, time 48 hour. Yields the product ClC=1C=C(C=2N(N1)C(=CN2)C(=O)NC2=CC=NC=C2)N(C2=CC=CC=C2)CC2=CC=C(C=C2)OC (6-chloro-8-((4-methoxybenzyl)(phenyl)amino)-N-(pyridin-4-yl)imidazo[1,2-b]pyridazine-3-carboxamide). As a reaction SMILES: [Cl:1][C:2]1[CH:3]=[C:4]([N:14]([CH2:21][C:22]2[CH:27]=[CH:26][C:25]([O:28][CH3:29])=[CH:24][CH:23]=2)[C:15]2[CH:20]=[CH:19][CH:18]=[CH:17][CH:16]=2)[C:5]2[N:6]([C:8]([C:11]([OH:13])=O)=[CH:9][N:10]=2)[N:7]=1.CCN=C=NCCCN(C)C.C1C=CC2N(O)N=NC=2C=1.[NH2:51][C:52]1[CH:57]=[CH:56][N:55]=[CH:54][CH:53]=1>CC#N>[Cl:1][C:2]1[CH:3]=[C:4]([N:14]([CH2:21][C:22]2[CH:27]=[CH:26][C:25]([O:28][CH3:29])=[CH:24][CH:23]=2)[C:15]2[CH:16]=[CH:17][CH:18]=[CH:19][CH:20]=2)[C:5]2[N:6]([C:8]([C:11]([NH:51][C:52]3[CH:57]=[CH:56][N:55]=[CH:54][CH:53]=3)=[O:13])=[CH:9][N:10]=2)[N:7]=1. Procedure details: To a 2 dram vial was added 6-chloro-8-((4-methoxybenzyl)(phenyl)amino)-imidazo[1,2-b]pyridazine-3-carboxylic acid (0.025 g, 0.06 mmol) from (1a), EDCI (0.018 g, 0.09 mmol), HOBT (0.012 g, 0.09 mmol), 4-aminopyridine (8.46 mg, 0.09 mmol), TEA (0.025 ml, 0.18 mmol) and CH3CN (1.0 ml). The reaction was stirred at 25° C. for 48 hours then concentrated to give crude 6-chloro-8-((4-methoxybenzyl)(phenyl)amino)-N-(pyridin-4-yl)imidazo[1,2-b]pyridazine-3-carboxamide. To this residue was added trans-1,4-... Starting materials: ClC(=O)OC(C)Cl (1-Chloroethyl chloroformate), C(C1=CC=CC=C1)N1[C@H](CN(CC1)CC1=CC=CC=C1)C1=CC=C(C#N)C=C1 (4-((2S)-1,4-dibenzylpiperazin-2-yl)benzonitrile). Solvent: ClC(C)Cl (dichloroethane). Conditions: time 10 hour. Product: C(#N)C1=CC=C(C=C1)[C@@H]1NCCNC1 ((2S)-2-(4-cyanophenyl)piperazine). RXN SMILES: ClC(OC(Cl)C)=O.C([N:15]1[CH2:20][CH2:19][N:18](CC2C=CC=CC=2)[CH2:17][C@@H:16]1[C:28]1[CH:35]=[CH:34][C:31]([C:32]#[N:33])=[CH:30][CH:29]=1)C1C=CC=CC=1>ClC(Cl)C>[C:32]([C:31]1[CH:30]=[CH:29][C:28]([C@H:16]2[CH2:17][NH:18][CH2:19][CH2:20][NH:15]2)=[CH:35][CH:34]=1)#[N:33]. Reported procedure: 1-Chloroethyl chloroformate (2.7 g, 18.9 mmol) was added to a solution of 4-((2S)-1,4-dibenzylpiperazin-2-yl)benzonitrile (1.4 g, 3.81 mmol) in dichloroethane (30 ml). The reaction mixture was vigorously stirred at room temperature for 10 hours. The solvent was evaporated under reduced pressure and methanol (40 ml) was added to the residue. The mixture was heated at 80° C. for one hour and the solvent was evaporated under reduced pressure to afford (2S)-2-(4-cyanophenyl)piperazine as white cryst...